This data is from the Open Reaction Database (ORD), a public repository of structured organic reaction records. The task is: describe an organic reaction: reactants, conditions, products, and yield Reactants: BrC=1C=C2C=3C=CN=CC3NC2=CC1 (6-bromo-β-carboline), CN(C)C=O (DMF), [H-].[Na+] (sodium hydride). Conditions: time 1 hour. Yields the product BrC=1C=C2C=3C=CN=CC3N(C2=CC1)C (6-Bromo-9-methyl-β-carboline). RXN SMILES: [Br:1][C:2]1[CH:3]=[C:4]2[C:12](=[CH:13][CH:14]=1)[NH:11][C:10]1[CH:9]=[N:8][CH:7]=[CH:6][C:5]2=1.[H-].[Na+].[CH3:17]N(C=O)C>>[Br:1][C:2]1[CH:3]=[C:4]2[C:12](=[CH:13][CH:14]=1)[N:11]([CH3:17])[C:10]1[CH:9]=[N:8][CH:7]=[CH:6][C:5]2=1 |f:1.2|. Reported procedure: A solution of 6-bromo-β-carboline (1.0 g, 4.05 mmol) in 12 mL of DMF was stirred in an ice bath and 186 mg (4.65 mmol, 1.15 equiv.) of 60% sodium hydride in mineral oil dispersion was added. Gas evolution was observed and stirring was continued for 1 h at ambient temperature. The homogenous reaction was partitioned between EtOAc and H2O. The organic layer was washed again with H2O followed by brine. After drying (MgSO4), evaporation gave a pale yellow solid. The reactants are C(O)([O-])=O.[Na+] (sodium hydrogencarbonate), C1(=CC=CC=C1)C(OC1=C(C=C(CN(C2=CC(=C(C=C2)CCC(=O)OCC)F)S(=O)(=O)C2=C(C=CC=C2)[N+](=O)[O-])C=C1)CC(C)C)C1=CC=CC=C1 (ethyl 3-(4-{[4-(diphenylmethoxy)-3-isobutylbenzyl][(2-nitrophenyl)sulfonyl]amino}-2-fluorophenyl)propanoate), SCC(=O)O (mercaptoacetic acid), O.[OH-].[Li+] (lithium hydroxide monohydrate). Solvent: CN(C=O)C (N,N-dimethylformamide). Run at time 18 hour. Product: C1(=CC=CC=C1)C(OC1=C(C=C(CNC2=CC(=C(C=C2)CCC(=O)OCC)F)C=C1)CC(C)C)C1=CC=CC=C1 (ethyl 3-(4-{[4-(diphenylmethoxy)-3-isobutylbenzyl]amino}-2-fluorophenyl)propanoate). Isolated yield 93.0%. As a reaction SMILES: [C:1]1([CH:7]([C:47]2[CH:52]=[CH:51][CH:50]=[CH:49][CH:48]=2)[O:8][C:9]2[CH:42]=[CH:41][C:12]([CH2:13][N:14](S(C3C=CC=CC=3[N+]([O-])=O)(=O)=O)[C:15]3[CH:20]=[CH:19][C:18]([CH2:21][CH2:22][C:23]([O:25][CH2:26][CH3:27])=[O:24])=[C:17]([F:28])[CH:16]=3)=[CH:11][C:10]=2[CH2:43][CH:44]([CH3:46])[CH3:45])[CH:6]=[CH:5][CH:4]=[CH:3][CH:2]=1.SCC(O)=O.O.[OH-].[Li+].C(=O)([O-])O.[Na+]>CN(C)C=O>[C:1]1([CH:7]([C:47]2[CH:48]=[CH:49][CH:50]=[CH:51][CH:52]=2)[O:8][C:9]2[CH:42]=[CH:41][C:12]([CH2:13][NH:14][C:15]3[CH:20]=[CH:19][C:18]([CH2:21][CH2:22][C:23]([O:25][CH2:26][CH3:27])=[O:24])=[C:17]([F:28])[CH:16]=3)=[CH:11][C:10]=2[CH2:43][CH:44]([CH3:46])[CH3:45])[CH:2]=[CH:3][CH:4]=[CH:5][CH:6]=1 |f:2.3.4,5.6|. Procedure: To a solution of ethyl 3-(4-{[4-(diphenylmethoxy)-3-isobutylbenzyl][(2-nitrophenyl)sulfonyl]amino}-2-fluorophenyl)propanoate (0.80 g, 1.10 mmol) and mercaptoacetic acid (0.17 mL, 2.45 mmol) in N,N-dimethylformamide (15 mL) was added lithium hydroxide monohydrate (0.20 g, 4.77 mmol), and the mixture was stirred at room temperature for 18 hr. The reaction mixture was poured into 10% aqueous sodium hydrogencarbonate solution, and the mixture was extracted with ethyl acetate. The ethyl acetate layer...